The task is: describe an organic reaction: reactants, conditions, products, and yield. This data is from the Open Reaction Database (ORD), a public repository of structured organic reaction records. Reactants: C1(CCCC1)N1C=C(C=2C(=NC=C(C21)C#N)OC)C=2C=NNC2 (1-cyclopentyl-4-methoxy-3-(1H-pyrazol-4-yl)-1H-pyrrolo[3,2-c]pyridine-7-carbonitrile), [H-].[Na+] (sodium hydride), O (water), BrCC#N (2-bromoacetonitrile). Run in C1CCOC1 (THF). Reaction conditions: time 1 hour. Product: C(#N)CN1N=CC(=C1)C1=CN(C2=C1C(=NC=C2C#N)OC)C2CCCC2 (3-(1-(cyanomethyl)-1H-pyrazol-4-yl)-1-cyclopentyl-4-methoxy-1H-pyrrolo[3,2-c]pyridine-7-carbonitrile). As a reaction SMILES: [CH:1]1([N:6]2[C:14]3[C:13]([C:15]#[N:16])=[CH:12][N:11]=[C:10]([O:17][CH3:18])[C:9]=3[C:8]([C:19]3[CH:20]=[N:21][NH:22][CH:23]=3)=[CH:7]2)[CH2:5][CH2:4][CH2:3][CH2:2]1.[H-].[Na+].Br[CH2:27][C:28]#[N:29].O>C1COCC1>[C:28]([CH2:27][N:21]1[CH:20]=[C:19]([C:8]2[C:9]3[C:10]([O:17][CH3:18])=[N:11][CH:12]=[C:13]([C:15]#[N:16])[C:14]=3[N:6]([CH:1]3[CH2:5][CH2:4][CH2:3][CH2:2]3)[CH:7]=2)[CH:23]=[N:22]1)#[N:29] |f:1.2|. Procedure: To a solution of 1-cyclopentyl-4-methoxy-3-(1H-pyrazol-4-yl)-1H-pyrrolo[3,2-c]pyridine-7-carbonitrile (152.2 mg) obtained in Step A of Example 98 in THF (2 mL) was added sodium hydride (dispersion in mineral oil, 39.6 mg) at 0° C., and the mixture was stirred for 1 hr. To the reaction mixture was added 2-bromoacetonitrile (38 μL) at 0° C., and the mixture was allowed to be warmed to room temperature, and stirred overnight. The reaction mixture was added to water, and the mixture was extracted tw... The reactants are [Ag+], CCOc1ccc(-c2nc(-c3ccc4oc(C=O)cc4c3)no2)cc1OCC, CCO, [K+], O=[N+]([O-])[O-], [OH-]. Product: CCOc1ccc(-c2nc(-c3ccc4oc(C(=O)O)cc4c3)no2)cc1OCC. RXN SMILES: [Ag+:38].[CH2:1]([CH3:2])[O:3][c:4]1[cH:5][c:6](-[c:13]2[n:14][c:15](-[c:18]3[cH:19][cH:20][c:21]4[c:22]([cH:23][c:24]([CH:26]=[O:27])[o:25]4)[cH:28]3)[n:16][o:17]2)[cH:7][cH:8][c:9]1[O:10][CH2:11][CH3:12].[CH3:31][CH2:32][OH:33].[K+:30].[N+:34]([O-:35])([O-:36])=[O:37].[OH-:29]>>[CH2:1]([CH3:2])[O:3][c:4]1[cH:5][c:6](-[c:13]2[n:14][c:15](-[c:18]3[cH:19][cH:20][c:21]4[c:22]([cH:23][c:24]([C:26](=[O:27])[OH:29])[o:25]4)[cH:28]3)[n:16][o:17]2)[cH:7][cH:8][c:9]1[O:10][CH2:11][CH3:12]. Starting materials: COC=1C=C2CCCN3C2=C(C1)N=C3S (5,6-dihydro-8-methoxy-2-mercapto-4H-imidazo[4,5,1-ij]quinoline), Cl.N1=CC=C(C=C1)CCl (4-picolyl chloride HCl). Solvent: C(C)O (ethanol). Run at time 16 hour. The product is COC=1C=C2CCCN3C2=C(C1)N=C3SCC3=CC=NC=C3 (5,6-Dihydro-8-methoxy-2-(4-pyridylmethylthio)-4H-imidazo[ 4,5,1-ij]quinoline). The yield is 46.6%. As a reaction SMILES: [CH3:1][O:2][C:3]1[CH:4]=[C:5]2[C:10]3=[C:11]([N:13]=[C:14]([SH:15])[N:9]3[CH2:8][CH2:7][CH2:6]2)[CH:12]=1.Cl.[N:17]1[CH:22]=[CH:21][C:20]([CH2:23]Cl)=[CH:19][CH:18]=1>C(O)C>[CH3:1][O:2][C:3]1[CH:4]=[C:5]2[C:10]3=[C:11]([N:13]=[C:14]([S:15][CH2:23][C:20]4[CH:21]=[CH:22][N:17]=[CH:18][CH:19]=4)[N:9]3[CH2:8][CH2:7][CH2:6]2)[CH:12]=1 |f:1.2|. Procedure details: To a suspension of 5,6-dihydro-8-methoxy-2-mercapto-4H-imidazo[4,5,1-ij]quinoline (2.2 g) in ethanol was added 4-picolyl chloride HCl (1.68 g) and the mixture was stirred at ambient temperature for 16 hours and at reflux for 2 hours. The solvent was removed by evaporation and the residue dissolved in water. The solution was washed with EtOAc and then basified (aqueous NaOH) and extracted with CHCl3. Following short column chromatography (SiO2 /CHCl3) the residue was crystallised from EtOAc to gi... Reactants: FC1=C(C(=CC=C1)N1CCNCC1)C(C)=O (1-(2-fluoro-6-piperazin-1-yl-phenyl)-ethanone), O=C1CCC=2C=CC(=NC2N1)OCCCC=O (4-(7-oxo-5,6,7,8-tetrahydro-[1,8]naphthyridin-2-yloxy)-butyraldehyde). Yields the product C(C)(=O)C1=C(C=CC=C1F)N1CCN(CC1)CCCCOC1=CC=C2CCC(NC2=N1)=O (7-{4-[4-(2-Acetyl-3-fluoro-phenyl)-piperazin-1-yl]-butoxy}-3,4-dihydro-1H-[1,8]naphthyridin-2-one). RXN SMILES: [F:1][C:2]1[CH:7]=[CH:6][CH:5]=[C:4]([N:8]2[CH2:13][CH2:12][NH:11][CH2:10][CH2:9]2)[C:3]=1[C:14](=[O:16])[CH3:15].[O:17]=[C:18]1[NH:27][C:26]2[N:25]=[C:24]([O:28][CH2:29][CH2:30][CH2:31][CH:32]=O)[CH:23]=[CH:22][C:21]=2[CH2:20][CH2:19]1>>[C:14]([C:3]1[C:2]([F:1])=[CH:7][CH:6]=[CH:5][C:4]=1[N:8]1[CH2:13][CH2:12][N:11]([CH2:32][CH2:31][CH2:30][CH2:29][O:28][C:24]2[N:25]=[C:26]3[C:21]([CH2:20][CH2:19][C:18](=[O:17])[NH:27]3)=[CH:22][CH:23]=2)[CH2:10][CH2:9]1)(=[O:16])[CH3:15]. Procedure details: In a manner similar to that of other examples above, 1-(2-fluoro-6-piperazin-1-yl-phenyl)-ethanone was coupled by reductive amination to 4-(7-oxo-5,6,7,8-tetrahydro-[1,8]naphthyridin-2-yloxy)-butyraldehyde followed by typical workup and purification to give the title compound. MS: APCI: M+1: 441.3 (Exact Mass: 440.22). Reactants: CON, CC(=O)[O-], CO, O=Cc1ccc(B(O)O)cc1, Cl, [Na+], O. Yields the product CON=Cc1ccc(B(O)O)cc1. As a reaction SMILES: [CH3:13][O:14][NH2:15].[CH3:17][C:18](=[O:19])[O-:20].[CH3:21][OH:22].[CH:1](=[O:2])[c:3]1[cH:4][cH:5][c:6]([B:9]([OH:10])[OH:11])[cH:7][cH:8]1.[ClH:12].[Na+:16].[OH2:23]>>[CH:1]([c:3]1[cH:4][cH:5][c:6]([B:9]([OH:10])[OH:11])[cH:7][cH:8]1)=[N:15][O:14][CH3:13]. The reactants are ClC=1C2=C(N=CN1)OC=C2C2=CC=CC=C2 (4-chloro-5-phenylfuro[2,3-d]pyrimidine), C(C)(C)N (isopropylamine). The solvent is C(C)(C)O (isopropanol). Run at time 20 hour. The product is C(C)(C)NC=1C2=C(N=CN1)OC=C2C2=CC=CC=C2 (N-isopropyl-5-phenylfuro[2,3-d]pyrimidin-4-amine). Reaction SMILES: Cl[C:2]1[C:3]2[C:10]([C:11]3[CH:16]=[CH:15][CH:14]=[CH:13][CH:12]=3)=[CH:9][O:8][C:4]=2[N:5]=[CH:6][N:7]=1.[CH:17]([NH2:20])([CH3:19])[CH3:18]>C(O)(C)C>[CH:17]([NH:20][C:2]1[C:3]2[C:10]([C:11]3[CH:16]=[CH:15][CH:14]=[CH:13][CH:12]=3)=[CH:9][O:8][C:4]=2[N:5]=[CH:6][N:7]=1)([CH3:19])[CH3:18]. Procedure: Into a 50 mL round bottom flask was placed 4-chloro-5-phenylfuro[2,3-d]pyrimidine, isopropanol (25 mL), and isopropylamine (1.5 g, 25 mmol). The flask was equipped with a magnetic stir bar, a reflux condenser, and argon balloon and the reaction was brought to reflux with stirring for 20 hours. Reactants: CCOC(=O)N1CCN(C(=O)C(CCC(=O)OC(C)(C)C)NC(=O)c2cc(Cl)nc(-c3ccccc3)n2)CC1, C#C[Si](C)(C)C, [Cl-], [I-], [NH4+], CN(C)C=O, Cl[Pd]Cl, c1ccc(P(c2ccccc2)c2ccccc2)cc1, c1ccc(P(c2ccccc2)c2ccccc2)cc1. The product is CCOC(=O)N1CCN(C(=O)C(CCC(=O)OC(C)(C)C)NC(=O)c2cc(C#C[Si](C)(C)C)nc(-c3ccccc3)n2)CC1. RXN SMILES: [CH2:8]([CH3:9])[O:10][C:11](=[O:12])[N:13]1[CH2:14][CH2:15][N:16]([C:19]([CH:20]([CH2:21][CH2:22][C:23](=[O:24])[O:25][C:26]([CH3:27])([CH3:28])[CH3:29])[NH:30][C:31](=[O:32])[c:33]2[n:34][c:35](-[c:40]3[cH:41][cH:42][cH:43][cH:44][cH:45]3)[n:36][c:37]([Cl:39])[cH:38]2)=[O:46])[CH2:17][CH2:18]1.[CH3:1][Si:2]([CH3:3])([CH3:4])[C:5]#[CH:6].[Cl-:47].[I-:7].[NH4+:48].[O:49]=[CH:50][N:51]([CH3:52])[CH3:53].[Pd:54]([Cl:55])[Cl:56].[c:57]1([P:58]([c:59]2[cH:60][cH:61][cH:62][cH:63][cH:64]2)[c:65]2[cH:66][cH:67][cH:68][cH:69][cH:70]2)[cH:71][cH:72][cH:73][cH:74][cH:75]1.[c:76]1([P:77]([c:78]2[cH:79][cH:80][cH:81][cH:82][cH:83]2)[c:84]2[cH:85][cH:86][cH:87][cH:88][cH:89]2)[cH:90][cH:91][cH:92][cH:93][cH:94]1>>[CH3:1][Si:2]([CH3:3])([CH3:4])[C:5]#[C:6][c:37]1[n:36][c:35](-[c:40]2[cH:41][cH:42][cH:43][cH:44][cH:45]2)[n:34][c:33]([C:31]([NH:30][CH:20]([C:19]([N:16]2[CH2:15][CH2:14][N:13]([C:11]([O:10][CH2:8][CH3:9])=[O:12])[CH2:18][CH2:17]2)=[O:46])[CH2:21][CH2:22][C:23](=[O:24])[O:25][C:26]([CH3:27])([CH3:28])[CH3:29])=[O:32])[cH:38]1. Reactants: ClCN1S(N(C(C1=O)CCC)CC)(=O)=O (2-chloromethyl-4-propyl-5-ethyl-1,2,5-thiadiazolidin-3-one 1,1-dioxide), [Na] (sodium), SC1=NN=NN1C1=CC=CC=C1 (5-mercapto-1-phenyl-1H-tetrazole), Formula III, ice water. Run in CN(C)C=O (DMF). Yields the product C1(=CC=CC=C1)N1N=NN=C1SCN1S(N(C(C1=O)CCC)CC)(=O)=O (2-(1-phenyl-1H-tetrazol-5-yl-thiomethyl)-4-propyl-5-ethyl-1,2,5-thiadiazolidin-3-one 1,1-dioxide). Isolated yield 72.1%. RXN SMILES: Cl[CH2:2][N:3]1[C:7](=[O:8])[CH:6]([CH2:9][CH2:10][CH3:11])[N:5]([CH2:12][CH3:13])[S:4]1(=[O:15])=[O:14].[Na].[SH:17][C:18]1[N:22]([C:23]2[CH:28]=[CH:27][CH:26]=[CH:25][CH:24]=2)[N:21]=[N:20][N:19]=1>CN(C=O)C>[C:23]1([N:22]2[C:18]([S:17][CH2:2][N:3]3[C:7](=[O:8])[CH:6]([CH2:9][CH2:10][CH3:11])[N:5]([CH2:12][CH3:13])[S:4]3(=[O:15])=[O:14])=[N:19][N:20]=[N:21]2)[CH:24]=[CH:25][CH:26]=[CH:27][CH:28]=1 |^1:15|. Procedure: A mixture of 2-chloromethyl-4-propyl-5-ethyl-1,2,5-thiadiazolidin-3-one 1,1-dioxide (0.5 g; 1.96 mmol) and sodium salt of 5-mercapto-1-phenyl-1H-tetrazole (0.39 g; 1.98 mmol) (Formula III: M+ =Na+ ; X=S; R4 = ##STR24## in 10 ml of DMF was allowed to react at 80° C for 11 hours and then cooled. The mixture was poured into ice/water containing saturated sodium bicarbonate solution, extracted with ether/ethyl acetate (1:1; 250 ml), and the organic layer was washed with water and brine, dried, and c... The reactants are C(C)(C)(C)OC(=O)N1CC(=CC1)C(N[C@@H](CC)C1=C(C(=C(C=C1)Cl)C(=O)C=1C=NC=CC1)F)=O (3-{(S)-1-[4-Chloro-2-fluoro-3-(pyridine-3-carbonyl)-phenyl]-propylcarbamoyl}-2,5-dihydro-pyrrole-1-carboxylic acid tert-butyl ester), Cl.CCOC(=O)C (HCl EtOAc). Conditions: time 1 hour. Yields the product ClC1=C(C(=C(C=C1)[C@H](CC)NC(=O)C=1CNCC1)F)C(=O)C=1C=NC=CC1 (N-[(1S)-1-{4-chloro-2-fluoro-3-[(pyridin-3-yl)carbonyl]phenyl}propyl]-2,5-dihydro-1H-pyrrole-3-carboxamide). Yield: 61.5%. As a reaction SMILES: C(OC([N:8]1[CH2:12][CH:11]=[C:10]([C:13](=[O:34])[NH:14][C@H:15]([C:18]2[CH:23]=[CH:22][C:21]([Cl:24])=[C:20]([C:25]([C:27]3[CH:28]=[N:29][CH:30]=[CH:31][CH:32]=3)=[O:26])[C:19]=2[F:33])[CH2:16][CH3:17])[CH2:9]1)=O)(C)(C)C.Cl.CCOC(C)=O>>[Cl:24][C:21]1[CH:22]=[CH:23][C:18]([C@@H:15]([NH:14][C:13]([C:10]2[CH2:9][NH:8][CH2:12][CH:11]=2)=[O:34])[CH2:16][CH3:17])=[C:19]([F:33])[C:20]=1[C:25]([C:27]1[CH:28]=[N:29][CH:30]=[CH:31][CH:32]=1)=[O:26] |f:1.2|. Procedure details: 3-{(S)-1-[4-Chloro-2-fluoro-3-(pyridine-3-carbonyl)-phenyl]-propylcarbamoyl}-2,5-dihydro-pyrrole-1-carboxylic acid tert-butyl ester (0.125 g, 0.26 mmol) treated with saturated HCl/EtOAc stirred at ambient for 1 hour, solid filtered off then purified by Prep HPLC to give N-[(1S)-1-{4-chloro-2-fluoro-3-[(pyridin-3-yl)carbonyl]phenyl}propyl]-2,5-dihydro-1H-pyrrole-3-carboxamide (0.062 g), MS: [M+H] 388 Starting materials: CC(C)(C)OC(=O)N1CCC(C(N)=O)(c2ccncc2)CC1, Cl, C1COCCO1. Product: Cl, NC(=O)C1(c2ccncc2)CCNCC1. Reaction SMILES: [C:1]([O:2][C:3](=[O:4])[N:8]1[CH2:9][CH2:10][C:11]([C:14](=[O:15])[NH2:16])([c:17]2[cH:18][cH:19][n:20][cH:21][cH:22]2)[CH2:12][CH2:13]1)([CH3:5])([CH3:6])[CH3:7].[ClH:23].[O:24]1[CH2:25][CH2:26][O:27][CH2:28][CH2:29]1>>[ClH:23].[NH:8]1[CH2:9][CH2:10][C:11]([C:14](=[O:15])[NH2:16])([c:17]2[cH:18][cH:19][n:20][cH:21][cH:22]2)[CH2:12][CH2:13]1.